The task is: describe an organic reaction: reactants, conditions, products, and yield. This data is from the Open Reaction Database (ORD), a public repository of structured organic reaction records. Starting materials: O=c1cc(OCc2cccnn2)ccn1CCc1ccc(CBr)cc1, C1CCNC1, CN(C)C=O. The product is O=c1cc(OCc2cccnn2)ccn1CCc1ccc(CN2CCCC2)cc1. Reaction SMILES: [Br:1][CH2:2][c:3]1[cH:4][cH:5][c:6]([CH2:9][CH2:10][n:11]2[c:12](=[O:25])[cH:13][c:14]([O:17][CH2:18][c:19]3[n:20][n:21][cH:22][cH:23][cH:24]3)[cH:15][cH:16]2)[cH:7][cH:8]1.[CH2:26]1[CH2:27][CH2:28][NH:29][CH2:30]1.[O:31]=[CH:32][N:33]([CH3:34])[CH3:35]>>[CH2:2]([c:3]1[cH:4][cH:5][c:6]([CH2:9][CH2:10][n:11]2[c:12](=[O:25])[cH:13][c:14]([O:17][CH2:18][c:19]3[n:20][n:21][cH:22][cH:23][cH:24]3)[cH:15][cH:16]2)[cH:7][cH:8]1)[N:29]1[CH2:28][CH2:27][CH2:26][CH2:30]1.